From a dataset of the Open Reaction Database (ORD), a public repository of structured organic reaction records. describe an organic reaction: reactants, conditions, products, and yield The reactants are O1CCC(CC1)CO ((tetrahydro-pyran-4-yl)-methanol), [H-].[Na+] (NaH), BrC(C(=O)NC1=CC(=NO1)C(C)(C)C)(C)C (2-bromo-N-(3-tert-butyl-isoxazol-5-yl)-2-methyl-propionamide). Run in C1CCOC1 (THF). Run at temperature 50 celsius, time 30 minute. The product is C(C)(C)(C)C1=NOC(=C1)NC(C(C)(OCC1CCOCC1)C)=O (N-(3-tert-Butyl-isoxazol-5-yl)-2-methyl-2-(tetrahydro-pyran-4-ylmethoxy)-propionamide). The yield is 17.0%. RXN SMILES: [O:1]1[CH2:6][CH2:5][CH:4]([CH2:7][OH:8])[CH2:3][CH2:2]1.[H-].[Na+].Br[C:12]([CH3:26])([CH3:25])[C:13]([NH:15][C:16]1[O:20][N:19]=[C:18]([C:21]([CH3:24])([CH3:23])[CH3:22])[CH:17]=1)=[O:14]>C1COCC1>[C:21]([C:18]1[CH:17]=[C:16]([NH:15][C:13](=[O:14])[C:12]([CH3:25])([O:8][CH2:7][CH:4]2[CH2:5][CH2:6][O:1][CH2:2][CH2:3]2)[CH3:26])[O:20][N:19]=1)([CH3:24])([CH3:23])[CH3:22] |f:1.2|. Procedure details: To a solution of (tetrahydro-pyran-4-yl)-methanol (4 mL) at room temperature is added NaH (55 mg of a 60% dispersion in oil, 1.4 mmol). The reaction is warmed to 50° C. and stirred for 30 min. After this time, 2-bromo-N-(3-tert-butyl-isoxazol-5-yl)-2-methyl-propionamide (0.20 g, 0.69 mmol) is added and THF (2 mL) is introduced. The reaction is stirred at 60° C. for 5 h before it is quenched by the addition of methanol. The solvent is removed under reduced pressure and the crude residue that rema... Starting materials: OCC(=O)C1=CC=CC=C1 (2-hydroxyacetophenone), ice, C(C)(=O)CC(=O)C1=CC=CC=C1.[Na] (sodium acetylacetophenone), [Na] (Sodium). Run in C(C)(=O)OCC (ethyl acetate). The product is C(C)(=O)CC(=O)C1=CC=CC=C1 (acetyl acetophenone). Yield: 75.0%. Reaction SMILES: OCC(C1C=CC=CC=1)=O.[Na].[C:12]([CH2:15][C:16]([C:18]1[CH:23]=[CH:22][CH:21]=[CH:20][CH:19]=1)=[O:17])(=[O:14])[CH3:13].[Na]>C(OCC)(=O)C>[C:12]([CH2:15][C:16]([C:18]1[CH:23]=[CH:22][CH:21]=[CH:20][CH:19]=1)=[O:17])(=[O:14])[CH3:13] |f:2.3,^1:10,23|. Procedure details: 2-hydroxyacetophenone (20 g) is dissolved in ethyl acetate (200 ml). Sodium powder (16 g) is gradually added in 15-20 minutes, so to maintain a reasonable reflux. The mixture is refluxed for 1 hour, then it is allowed to cool. Grinded ice (200 g) is then added until precipitation of sodium acetylacetophenone, which is then isolated by filtration under vacuum. The solid product is then crystallised with acetic acid 40% (200 ml), obtaining acetyl acetophenone (19.6 g) as pulverulent crystals (m.p.... Reactants: C1CCOC1, COC(=O)c1ccc(-c2cc(Cl)c(CN3CCC(C4CCCCC4)C3=O)c(Cl)c2)cc1, [Na+], [OH-]. Yields the product O=C(O)c1ccc(-c2cc(Cl)c(CN3CCC(C4CCCCC4)C3=O)c(Cl)c2)cc1. Reaction SMILES: [CH2:34]1[O:35][CH2:36][CH2:37][CH2:38]1.[CH3:1][O:2][C:3](=[O:4])[c:5]1[cH:6][cH:7][c:8](-[c:11]2[cH:12][c:13]([Cl:31])[c:14]([CH2:18][N:19]3[C:20](=[O:30])[CH:21]([CH:24]4[CH2:25][CH2:26][CH2:27][CH2:28][CH2:29]4)[CH2:22][CH2:23]3)[c:15]([Cl:17])[cH:16]2)[cH:9][cH:10]1.[Na+:33].[OH-:32]>>[O:2]=[C:3]([OH:4])[c:5]1[cH:6][cH:7][c:8](-[c:11]2[cH:12][c:13]([Cl:31])[c:14]([CH2:18][N:19]3[C:20](=[O:30])[CH:21]([CH:24]4[CH2:25][CH2:26][CH2:27][CH2:28][CH2:29]4)[CH2:22][CH2:23]3)[c:15]([Cl:17])[cH:16]2)[cH:9][cH:10]1. Starting materials: C#CCN(CC=C)C(=O)C(Cl)Cl, O=CO, [Hg+2], [NH4+], [NH4+], O=S(=O)([O-])[O-], O=S(=O)([O-])[O-]. Yields the product C=CCN(CC(C)=O)C(=O)C(Cl)Cl. RXN SMILES: [CH2:1]([CH:2]=[CH2:3])[N:4]([C:5]([CH:6]([Cl:7])[Cl:8])=[O:9])[CH2:10][C:11]#[CH:12].[CH:26]([OH:27])=[O:28].[Hg+2:25].[NH4+:13].[NH4+:14].[O-:15][S:16](=[O:17])(=[O:18])[O-:19].[S:20]([O-:21])([O-:22])(=[O:23])=[O:24]>>[CH2:1]([CH:2]=[CH2:3])[N:4]([C:5]([CH:6]([Cl:7])[Cl:8])=[O:9])[CH2:10][C:11]([CH3:12])=[O:15].